From a dataset of the Open Reaction Database (ORD), a public repository of structured organic reaction records. describe an organic reaction: reactants, conditions, products, and yield Starting materials: C(=O)(O)[O-].[Na+] (NaHCO3), Cl.NC(C(=O)OC)(C)C (methyl α-aminoisobutyrate hydrochloride), FC=1C=C(C(CBr)=O)C=C(C1)F (3,5-difluorophenacyl bromide), C(=O)([O-])[O-].[K+].[K+] (K2CO3). Solvent: CN(C)C=O (DMF). Reaction conditions: time 3 hour. The product is FC=1C=C(C=C(C1)F)C(CNC(C(=O)OC)(C)C)=O (Methyl 2-{[2-(3,5-difluorophenyl)-2-oxoethyl]amino}-2-methylpropanoate). Reaction SMILES: Cl.[NH2:2][C:3]([CH3:9])([CH3:8])[C:4]([O:6][CH3:7])=[O:5].[F:10][C:11]1[CH:12]=[C:13]([CH:18]=[C:19]([F:21])[CH:20]=1)[C:14](=[O:17])[CH2:15]Br.C([O-])([O-])=O.[K+].[K+].C([O-])(O)=O.[Na+]>CN(C=O)C>[F:10][C:11]1[CH:12]=[C:13]([C:14](=[O:17])[CH2:15][NH:2][C:3]([CH3:9])([CH3:8])[C:4]([O:6][CH3:7])=[O:5])[CH:18]=[C:19]([F:21])[CH:20]=1 |f:0.1,3.4.5,6.7|. Reported procedure: A mixture of methyl α-aminoisobutyrate hydrochloride (10.3 g, 67.0 mmol), 3,5-difluorophenacyl bromide (15.0 g, 63.8 mmol), and K2CO3 (17.6 g, 128 mmol) in DMF (100 mL) was stirred at ambient temperature for 3 h. Saturated aqueous NaHCO3 (400 mL) was added and the mixture was extracted with EtOAc (1 L). The organic layer was washed with brine, dried over Na2SO4, filtered, and concentrated in vacuo. The crude product was purified by silica gel chromatography, eluting with a gradient of hexane:EtO... Starting materials: CC1=CC(C)CC1, Cl[SiH](Cl)Cl, N#CC1(N=NC2(C#N)CCCCC2)CCCCC1. Yields the product CC1CCC(C)C1[Si](Cl)(Cl)Cl. As a reaction SMILES: [CH3:1][C:2]1=[CH:3][CH:4]([CH3:7])[CH2:5][CH2:6]1.[Cl:8][SiH:9]([Cl:10])[Cl:11].[N:12]([C:13]1([C:14]#[N:15])[CH2:16][CH2:17][CH2:18][CH2:19][CH2:20]1)=[N:21][C:22]1([C:23]#[N:24])[CH2:25][CH2:26][CH2:27][CH2:28][CH2:29]1>>[CH3:1][CH:2]1[CH:3]([Si:9]([Cl:8])([Cl:10])[Cl:11])[CH:4]([CH3:7])[CH2:5][CH2:6]1. Reactants: OCC=1C=CC2=C(SC3=C(C=C2)C=C(C=C3)OC)C1 (3-hydroxymethyl-8-methoxydibenzo[b,f]thiepin), OCC=1C=CC2=C(SC3=C(C=C2)C=CC=C3)C1 (3-hydroxymethyldibenzo[b,f]thiepin). Product: COC=1C=CC2=C(C=CC3=C(S2)C=C(C=C3)C=O)C1 (8-Methoxydibenzo[b,f]thiepin-3-carboxaldehyde). Reaction SMILES: [OH:1][CH2:2][C:3]1[CH:4]=[CH:5][C:6]2[CH:12]=[CH:11][C:10]3[CH:13]=[C:14]([O:17][CH3:18])[CH:15]=[CH:16][C:9]=3[S:8][C:7]=2[CH:19]=1.OCC1C=CC2C=CC3C=CC=CC=3SC=2C=1>>[CH3:18][O:17][C:14]1[CH:15]=[CH:16][C:9]2[S:8][C:7]3[CH:19]=[C:3]([CH:2]=[O:1])[CH:4]=[CH:5][C:6]=3[CH:12]=[CH:11][C:10]=2[CH:13]=1. Procedure: Repeat the procedure of Example 4, substituting an equivalent quantity of 3-hydroxymethyl-8-methoxydibenzo[b,f]thiepin for the 3-hydroxymethyldibenzo[b,f]thiepin to obtain the title product. Reactants: [H-].[Na+] (NaH), OC1=CC=C2CCCC(C2=C1)=O (7-hydroxy-1-tetralone), ClCC1=NC2=CC=CC=C2C=C1 (2-(chloromethyl)quinoline). The solvent is CN(C=O)C (dimethylformamide), CN(C=O)C (dimethylformamide). Run at time 8 hour. The product is N1=C(C=CC2=CC=CC=C12)COC1=CC=C2CCCC(C2=C1)=O (3,4-Dihydro-7-(2-quinolinylmethoxy)-1(2H)-naphthalenone). Yield: 34.8%. RXN SMILES: [H-].[Na+].[OH:3][C:4]1[CH:13]=[C:12]2[C:7]([CH2:8][CH2:9][CH2:10][C:11]2=[O:14])=[CH:6][CH:5]=1.Cl[CH2:16][C:17]1[CH:26]=[CH:25][C:24]2[C:19](=[CH:20][CH:21]=[CH:22][CH:23]=2)[N:18]=1>CN(C)C=O>[N:18]1[C:19]2[C:24](=[CH:23][CH:22]=[CH:21][CH:20]=2)[CH:25]=[CH:26][C:17]=1[CH2:16][O:3][C:4]1[CH:13]=[C:12]2[C:7]([CH2:8][CH2:9][CH2:10][C:11]2=[O:14])=[CH:6][CH:5]=1 |f:0.1|. Procedure details: To a slurry of NaH (0.29 g, 12.25 mmol) in 25 mL dimethylformamide under nitrogen at 0° C. is added portionwise 7-hydroxy-1-tetralone (2.0 g, 12.33 mmol) over 5 minutes. After half an hour, 2-(chloromethyl)quinoline (2.2 g, 12.43 mmol) is added in 10 mL dimethylformamide. The ice bath is removed and the reaction mixture is stirred overnight. The solvent is then removed in vacuo and the residue is partitioned between 1N sodium hydroxide and methylene chloride. The organic layer is separated, drie... The reactants are Cc1cc(Nc2nc(Nc3ccc(NC(=O)OC(C)(C)C)cc3)nc3ccccc23)[nH]n1, ClCCl, O=C(O)C(F)(F)F. Product: Cc1cc(Nc2nc(Nc3ccc(N)cc3)nc3ccccc23)[nH]n1. As a reaction SMILES: [C:1]([O:2][C:3](=[O:4])[NH:8][c:9]1[cH:10][cH:11][c:12]([NH:15][c:16]2[n:17][c:18]3[cH:19][cH:20][cH:21][cH:22][c:23]3[c:24]([NH:26][c:27]3[nH:28][n:29][c:30]([CH3:32])[cH:31]3)[n:25]2)[cH:13][cH:14]1)([CH3:5])([CH3:6])[CH3:7].[Cl:33][CH2:34][Cl:35].[F:36][C:37]([F:38])([F:39])[C:40]([OH:41])=[O:42]>>[NH2:8][c:9]1[cH:10][cH:11][c:12]([NH:15][c:16]2[n:17][c:18]3[cH:19][cH:20][cH:21][cH:22][c:23]3[c:24]([NH:26][c:27]3[nH:28][n:29][c:30]([CH3:32])[cH:31]3)[n:25]2)[cH:13][cH:14]1.